From a dataset of the Open Reaction Database (ORD), a public repository of structured organic reaction records. describe an organic reaction: reactants, conditions, products, and yield Reactants: CC(C)(C)OC(=O)N1CCCC(C(=O)O)C1, ClCCCl, CNOC, CCOC(C)=O, CCN(C(C)C)C(C)C, ClCCl, Cl, Cl. Reaction SMILES: [C:1]([CH3:2])([CH3:3])([CH3:4])[O:5][C:6](=[O:7])[N:8]1[CH2:9][CH:10]([C:14](=[O:15])[OH:16])[CH2:11][CH2:12][CH2:13]1.[CH2:22]([Cl:23])[CH2:24][Cl:25].[CH3:18][NH:19][O:20][CH3:21].[CH3:39][CH2:40][O:41][C:42]([CH3:43])=[O:44].[CH:27]([N:28]([CH:29]([CH3:30])[CH3:31])[CH2:32][CH3:33])([CH3:34])[CH3:35].[Cl:36][CH2:37][Cl:38].[ClH:17].[ClH:26]>>[C:1]([CH3:2])([CH3:3])([CH3:4])[O:5][C:6](=[O:7])[N:8]1[CH2:9][CH:10]([C:14](=[O:16])[N:19]([CH3:18])[O:20][CH3:21])[CH2:11][CH2:12][CH2:13]1. Product: CON(C)C(=O)C1CCCN(C(=O)OC(C)(C)C)C1. Starting materials: C1(=CC=CC=C1)CCCN (3-phenylpropan-1-amine), C1N(CC=2C=NC=CC21)C(=O)NC2=CC=C(C=C2)N2CC(C2)C(=O)O (1-(4-(2,3-dihydro-1H-pyrrolo[3,4-c]pyridine-2-carboxamido)phenyl)azetidine-3-carboxylic acid), C1N(CC2=CC=CC=C12)C(=O)NC1=CC=C(C(=O)O)C=C1 (4-(isoindoline-2-carboxamido)benzoic acid). The product is O1C(CCC1)CNC(=O)C1CN(C1)C1=CC=C(C=C1)NC(=O)N1CC=2C=NC=CC2C1 (N-(4-{3-[(tetrahydrofuran-2-ylmethyl)carbamoyl]azetidin-1-yl}phenyl)-1,3-dihydro-2H-pyrrolo[3,4-c]pyridine-2-carboxamide). Reaction SMILES: C1(CCCN)C=CC=CC=1.[CH2:11]1[C:19]2[CH:18]=[CH:17][N:16]=[CH:15][C:14]=2[CH2:13][N:12]1[C:20]([NH:22][C:23]1[CH:28]=[CH:27][C:26]([N:29]2[CH2:32][CH:31]([C:33](O)=[O:34])[CH2:30]2)=[CH:25][CH:24]=1)=[O:21].C1C2C(=CC=CC=2)CN1C([NH:47][C:48]1C=C[C:51]([C:52]([OH:54])=O)=[CH:50][CH:49]=1)=O>>[O:54]1[CH2:52][CH2:51][CH2:50][CH:49]1[CH2:48][NH:47][C:33]([CH:31]1[CH2:30][N:29]([C:26]2[CH:27]=[CH:28][C:23]([NH:22][C:20]([N:12]3[CH2:11][C:19]4[CH:18]=[CH:17][N:16]=[CH:15][C:14]=4[CH2:13]3)=[O:21])=[CH:24][CH:25]=2)[CH2:32]1)=[O:34]. Procedure: The title compound was prepared as described in Example 1C, substituting (tetrahydrofuran-2-yl)methanamine for 3-phenylpropan-1-amine and 1-(4-(2,3-dihydro-1H-pyrrolo[3,4-c]pyridine-2-carboxamido)phenyl)azetidine-3-carboxylic acid for 4-(isoindoline-2-carboxamido)benzoic acid. 1H NMR (300 MHz, DMSO-d6) δ ppm 8.59 (s, 1H), 8.49 (d, J=5.0 Hz, 1H), 8.13 (s, 1H), 8.05 (t, J=5.8 Hz, 1H), 7.42 (d, J=5.1 Hz, 1H), 7.35-7.27 (m, 2H), 6.41-6.34 (m, 2H), 4.79-4.73 (m, 4H), 3.94-3.68 (m, 6H), 3.68-3.55 (m, ... Product: ClC1=C(CC2CN(CC2)C(=O)C=2C=NOC2C2=C(C=CC=C2)Cl)C=CC=C1 (4-{[3-(2-Chlorobenzyl)pyrrolidin-1-yl]carbonyl}-5-(2-chlorophenyl)isoxazole), solid. Starting materials: ClC1=C(C=CC=C1)C1=C(C=NO1)C(=O)O (5-(2-chlorophenyl)isoxazole-4-carboxylic acid), C(C(=O)O)(=O)O.ClC1=C(CC2CNCC2)C=CC=C1 (3-(2-chlorobenzyl)pyrrolidine oxalate). RXN SMILES: [Cl:1][C:2]1[CH:7]=[CH:6][CH:5]=[CH:4][C:3]=1[C:8]1[O:12][N:11]=[CH:10][C:9]=1[C:13]([OH:15])=O.C(O)(=O)C(O)=O.[Cl:22][C:23]1[CH:34]=[CH:33][CH:32]=[CH:31][C:24]=1[CH2:25][CH:26]1[CH2:30][CH2:29][NH:28][CH2:27]1>>[Cl:22][C:23]1[CH:34]=[CH:33][CH:32]=[CH:31][C:24]=1[CH2:25][CH:26]1[CH2:30][CH2:29][N:28]([C:13]([C:9]2[CH:10]=[N:11][O:12][C:8]=2[C:3]2[CH:4]=[CH:5][CH:6]=[CH:7][C:2]=2[Cl:1])=[O:15])[CH2:27]1 |f:1.2|. Reported procedure: The title compound was prepared from 5-(2-chlorophenyl)isoxazole-4-carboxylic acid (11.2 mg, 0.050 mmol) and 3-(2-chlorobenzyl)pyrrolidine oxalate (17.1 mg, 0.060 mmol) as described in synthetic method C and thereafter purified by preparative HPLC method B to give a solid (6.5 mg). Calcd for C21H18C12 N2O2: 400.0745, found 400.0746.